Dataset: the Open Reaction Database (ORD), a public repository of structured organic reaction records. Task: describe an organic reaction: reactants, conditions, products, and yield Reactants: S(O)(O)(=O)=O (sulfuric acid), C(C)(C)(C)OO (TBHP), O=C1C(CCC1)C(=O)OCC (ethyl 2-oxo-cyclopentanecarboxylate), S(O)(O)(=O)=O (sulfuric acid). Conditions: temperature -10 celsius. Product: C(C)(C)(C)OOC1(C(CCC1)C(=O)OCC)OOC(C)(C)C (Ethyl 2,2-di(tertiary-butylperoxy)-1-cyclopentanecarboxylate). As a reaction SMILES: [C:1]([O:5][OH:6])([CH3:4])([CH3:3])[CH3:2].[O:7]=[C:8]1[CH2:12][CH2:11][CH2:10][CH:9]1[C:13]([O:15][CH2:16][CH3:17])=[O:14].S(=O)(=O)(O)O>>[C:1]([O:5][O:6][C:8]1([O:7][O:5][C:1]([CH3:4])([CH3:3])[CH3:2])[CH2:12][CH2:11][CH2:10][CH:9]1[C:13]([O:15][CH2:16][CH3:17])=[O:14])([CH3:4])([CH3:3])[CH3:2]. Procedure: Ethyl 2,2-di(tertiary-butylperoxy)-1-cyclopentanecarboxylate was prepared by the addition of 92.28% TBHP (tertiary butyl hydroperoxide) (24.41 g, 0.2500 moles) to 95% ethyl 2-oxo-cyclopentanecarboxylate (16.44 g, 0.1000 mol) in a three necked 250-mL round bottomed flask equipped with a thermometer and mechanical stirrer at room temperature. The solution was cooled to −10° C. via a dry ice-acetone bath and 70% sulfuric acid (16.81 g, 0.1200 mol) was added dropwise to the solution with temperature... Starting materials: O=C([O-])[O-], COc1ccc(CC2NCCc3c2[nH]c2ccc(C)cc32)c(OC)c1OC, CC(C)c1ccc2[nH]cc(CCN)c2c1, Cl, Cl, Cl, [K+], [K+]. Yields the product COc1ccc(CC2NCCc3c2[nH]c2ccc(C(C)C)cc32)c(OC)c1OC, Cl. As a reaction SMILES: [C:45](=[O:46])([O-:47])[O-:48].[CH3:2][c:3]1[cH:4][c:5]2[c:6]([cH:7][cH:8]1)[nH:9][c:10]1[c:15]2[CH2:14][CH2:13][NH:11][CH:12]1[CH2:16][c:17]1[c:18]([O:27][CH3:28])[c:19]([O:25][CH3:26])[c:20]([O:23][CH3:24])[cH:21][cH:22]1.[CH:30]([CH3:31])([CH3:32])[c:33]1[cH:34][cH:35][c:36]2[nH:37][cH:38][c:39]([CH2:40][CH2:41][NH2:42])[c:43]2[cH:44]1.[ClH:1].[ClH:29].[ClH:51].[K+:49].[K+:50]>>[CH:12]1([CH2:16][c:17]2[c:18]([O:27][CH3:28])[c:19]([O:25][CH3:26])[c:20]([O:23][CH3:24])[cH:21][cH:22]2)[c:38]2[nH:37][c:36]3[cH:35][cH:34][c:33]([CH:30]([CH3:31])[CH3:32])[cH:44][c:43]3[c:39]2[CH2:40][CH2:41][NH:42]1.[ClH:1]. Reactants: FC(F)(F)c1ccc(-c2cc(Cl)nnc2-c2ccccc2)cc1, [H-], [Na+], CN(C)C=O, Oc1ccc2cccnc2c1. Product: FC(F)(F)c1ccc(-c2cc(Oc3ccc4cccnc4c3)nnc2-c2ccccc2)cc1. RXN SMILES: [Cl:1][c:2]1[cH:3][c:4](-[c:14]2[cH:15][cH:16][c:17]([C:20]([F:21])([F:22])[F:23])[cH:18][cH:19]2)[c:5](-[c:8]2[cH:9][cH:10][cH:11][cH:12][cH:13]2)[n:6][n:7]1.[H-:36].[Na+:35].[O:37]=[CH:38][N:39]([CH3:40])[CH3:41].[OH:24][c:25]1[cH:26][cH:27][c:28]2[cH:29][cH:30][cH:31][n:32][c:33]2[cH:34]1>>[c:2]1([O:24][c:25]2[cH:26][cH:27][c:28]3[cH:29][cH:30][cH:31][n:32][c:33]3[cH:34]2)[cH:3][c:4](-[c:14]2[cH:15][cH:16][c:17]([C:20]([F:21])([F:22])[F:23])[cH:18][cH:19]2)[c:5](-[c:8]2[cH:9][cH:10][cH:11][cH:12][cH:13]2)[n:6][n:7]1. The reactants are F[B-](F)(F)F, CCO, Cc1cc(C(=O)O)ccc1C(=O)N1CCCC1, CN(C)C=O, CCN(C(C)C)C(C)C, NC(CCc1ccncc1)c1nc2cc(Cl)ccc2[nH]1, Cl, ClCCl, CN(C)C(On1nnc2ccccc21)=[N+](C)C. Product: Cc1cc(C(=O)NC(CCc2ccncc2)c2nc3cc(Cl)ccc3[nH]2)ccc1C(=O)N1CCCC1. As a reaction SMILES: [B-:18]([F:19])([F:20])([F:21])[F:22].[CH2:75]([OH:76])[CH3:77].[CH3:1][c:2]1[cH:3][c:4]([C:5](=[O:6])[OH:7])[cH:8][cH:9][c:10]1[C:11](=[O:12])[N:13]1[CH2:14][CH2:15][CH2:16][CH2:17]1.[CH3:70][N:71]([CH3:72])[CH:73]=[O:74].[CH:40]([N:41]([CH:42]([CH3:43])[CH3:44])[CH2:45][CH3:46])([CH3:47])[CH3:48].[Cl:49][c:50]1[cH:51][c:52]2[c:53]([nH:54][c:55]([CH:57]([CH2:58][CH2:59][c:60]3[cH:61][cH:62][n:63][cH:64][cH:65]3)[NH2:66])[n:56]2)[cH:67][cH:68]1.[Cl:69].[Cl:78][CH2:79][Cl:80].[n:23]1([O:24][C:25]([N:26]([CH3:27])[CH3:28])=[N+:29]([CH3:30])[CH3:31])[c:32]2[cH:33][cH:34][cH:35][cH:36][c:37]2[n:38][n:39]1>>[CH3:1][c:2]1[cH:3][c:4]([C:5](=[O:7])[NH:66][CH:57]([c:55]2[nH:54][c:53]3[c:52]([cH:51][c:50]([Cl:49])[cH:68][cH:67]3)[n:56]2)[CH2:58][CH2:59][c:60]2[cH:61][cH:62][n:63][cH:64][cH:65]2)[cH:8][cH:9][c:10]1[C:11](=[O:12])[N:13]1[CH2:14][CH2:15][CH2:16][CH2:17]1.